Dataset: the Open Reaction Database (ORD), a public repository of structured organic reaction records. Task: describe an organic reaction: reactants, conditions, products, and yield Starting materials: FC(OC=1C=C(C(=NC1)SC)C)F (5-difluoromethoxy-3-methyl-2-methylsulfanylpyridine), ClC1=CC(=CC=C1)C(=O)OO (3-chloroperbenzoic acid), C([O-])(O)=O.[Na+] (sodium bicarbonate), S(=O)([O-])[O-].[Na+].[Na+] (sodium sulfite), [OH-].[Na+] (sodium hydroxide). Run in C(Cl)Cl (methylene chloride). Reaction conditions: time 8 hour. The product is FC(OC=1C=C(C(=NC1)S(=O)(=O)C)C)F (5-Difluoromethoxy-3-methyl-2-methanesulfonylpyridine). Yield: 85.0%. As a reaction SMILES: Cl[C:2]1C=CC=C(C(OO)=O)C=1.[F:12][CH:13]([F:24])[O:14][C:15]1[CH:16]=[C:17]([CH3:23])[C:18](SC)=[N:19][CH:20]=1.[OH-].[Na+].C(=O)(O)[O-].[Na+].[S:32]([O-:35])([O-])=[O:33].[Na+].[Na+]>C(Cl)Cl>[F:24][CH:13]([F:12])[O:14][C:15]1[CH:16]=[C:17]([CH3:23])[C:18]([S:32]([CH3:2])(=[O:35])=[O:33])=[N:19][CH:20]=1 |f:2.3,4.5,6.7.8|. Reported procedure: Solid 3-chloroperbenzoic acid (60 percent, 18.1 g, 68.6 mmol) was added in portions over 1 hour to a chilled (6° C.) solution of 5-difluoromethoxy-3-methyl-2-methylsulfanylpyridine (6.4 g, 31.2 mmol) in methylene chloride (200 mL). The reaction was stirred overnight while warming to room temperature. Aqueous 1N sodium hydroxide (65 mL) was added in portions, raising the pH to ca. 6. Saturated aq. sodium bicarbonate (60 mL) was added, raising the pH of the aqueous phase to ca. 8. Aqueous 10 perce... The reactants are CN1C(=O)C[C@](C)(N/C/1=N/C(=O)OC(C)(C)C)c2sccc2Cl, CC1(C)OB(OC1(C)C)c2cn(c3ncccc23)S(=O)(=O)c4ccccc4. Yields the product CN1C(=O)C[C@](C)(N/C/1=N/C(=O)OC(C)(C)C)c2sccc2c3cn(c4ncccc34)S(=O)(=O)c5ccccc5, CN1C(=O)C[C@](C)(N/C/1=N/C(=O)OC(C)(C)C)c2sccc2Cl, c1ccc(-c2ccccc2)cc1. Run at time 22 hour. The solvent is CS(C)=O (DMSO), O (water), CS(C)=O (DMSO), CS(C)=O (DMSO), CS(C)=O (DMSO). Reagents/catalysts: CCN=P(N=P(N(C)C)(N(C)C)N(C)C)(N(C)C)N(C)C (P2-Et), CC(C)c1cc(C(C)C)c(-c2ccccc2[PH](C(C)(C)C)(C(C)(C)C)[Pd]2(OS(C)(=O)=O)Nc3ccccc3-c3ccccc32)c(C(C)C)c1 (tBuXphos G3). The yield is 41.4%. The reagents and catalysts are [Pd] (palladium on activated carbon). Reactants: CC(C(C=CC1=CC(=C(C=C1)O)OC)=O)C(C=CC1=CC(=C(C=C1)O)OC)=O (4-Methyl-1,7-bis(4-hydroxy-3-methoxyphenyl)-1,6-heptadiene-3,5-dione). Procedure details: 4-Methyl-1,7-bis(4-hydroxy-3-methoxyphenyl)-1,6-heptadiene-3,5-dione (6a, 0.20 g, 0.5 mmol) and palladium on activated carbon (0.25 g, 10%) were combined in ethyl acetate (100 ml). The mixture was placed under a hydrogen atmosphere (60 psi) on a Parr apparatus for 2 hr at room temperature. The resulting mixture was filtered through celite and the solvent evaporated to afford an oil. The crude oil was twice chromatographed on silica gel with ethyl acetate/hexane to give a semi-solid. The crude se... The product is CC(C(CCC1=CC(=C(C=C1)O)OC)=O)C(CCC1=CC(=C(C=C1)O)OC)=O (4-Methyl-1,7-bis(4-hydroxy-3-methoxyphenyl)heptane-3,5-dione). RXN SMILES: [CH3:1][CH:2]([C:16](=[O:28])[CH:17]=[CH:18][C:19]1[CH:24]=[CH:23][C:22]([OH:25])=[C:21]([O:26][CH3:27])[CH:20]=1)[C:3](=[O:15])[CH:4]=[CH:5][C:6]1[CH:11]=[CH:10][C:9]([OH:12])=[C:8]([O:13][CH3:14])[CH:7]=1>[Pd].C(OCC)(=O)C>[CH3:1][CH:2]([C:3](=[O:15])[CH2:4][CH2:5][C:6]1[CH:11]=[CH:10][C:9]([OH:12])=[C:8]([O:13][CH3:14])[CH:7]=1)[C:16](=[O:28])[CH2:17][CH2:18][C:19]1[CH:24]=[CH:23][C:22]([OH:25])=[C:21]([O:26][CH3:27])[CH:20]=1. Solvent: C(C)(=O)OCC (ethyl acetate). Reactants: C(Cl)Cl (DCM), C(=O)([O-])[O-].[Na+].[Na+] (Na2CO3), BrC=1C=C(CN2C(=NC3=C2C=CC(=C3)OCC3=NC2=CC=CC=C2C=C3)CC3(CCCC3)C(=O)OC)C=CC1 (methyl 1-{[1-(3-bromobenzyl)-5-(quinolin-2-ylmethoxy)-1H-benzimidazol-2-yl]methyl}cyclopentanecarboxylate), CC1(OB(OC1(C)C)C1=CC=C(C=C1)NS(=O)(=O)C)C (N-(4-(4,4,5,5-tetramethyl-1,3,2-dioxaborolan-2-yl)phenyl)methanesulfonamide). Reagents/catalysts: C1=CC=C(C=C1)P([C-]2C=CC=C2)C3=CC=CC=C3.C1=CC=C(C=C1)P([C-]2C=CC=C2)C3=CC=CC=C3.Cl[Pd]Cl.[Fe+2] (Pd(dppf)Cl2). Solvent: O1CCOCC1 (1,4-dioxane). Yields the product CS(=O)(=O)NC1=CC=C(C=C1)C1=CC(=CC=C1)CN1C(=NC2=C1C=CC(=C2)OCC2=NC1=CC=CC=C1C=C2)CC2(CCCC2)C(=O)OC (Methyl 1-((1-((4′-(methylsulfonamido)-[1,1′-biphenyl]-3-yl)methyl)-5-(quinolin-2-ylmethoxy)-1H-benzo[d]imidazol-2-yl)methyl)cyclopentanecarboxylate). As a reaction SMILES: Br[C:2]1[CH:3]=[C:4]([CH:37]=[CH:38][CH:39]=1)[CH2:5][N:6]1[C:10]2[CH:11]=[CH:12][C:13]([O:15][CH2:16][C:17]3[CH:26]=[CH:25][C:24]4[C:19](=[CH:20][CH:21]=[CH:22][CH:23]=4)[N:18]=3)=[CH:14][C:9]=2[N:8]=[C:7]1[CH2:27][C:28]1([C:33]([O:35][CH3:36])=[O:34])[CH2:32][CH2:31][CH2:30][CH2:29]1.C(Cl)Cl.CC1(C)C(C)(C)OB([C:51]2[CH:56]=[CH:55][C:54]([NH:57][S:58]([CH3:61])(=[O:60])=[O:59])=[CH:53][CH:52]=2)O1.C([O-])([O-])=O.[Na+].[Na+]>C1C=CC(P(C2C=CC=CC=2)[C-]2C=CC=C2)=CC=1.C1C=CC(P(C2C=CC=CC=2)[C-]2C=CC=C2)=CC=1.Cl[Pd]Cl.[Fe+2].O1CCOCC1>[CH3:61][S:58]([NH:57][C:54]1[CH:53]=[CH:52][C:51]([C:2]2[CH:39]=[CH:38][CH:37]=[C:4]([CH2:5][N:6]3[C:10]4[CH:11]=[CH:12][C:13]([O:15][CH2:16][C:17]5[CH:26]=[CH:25][C:24]6[C:19](=[CH:20][CH:21]=[CH:22][CH:23]=6)[N:18]=5)=[CH:14][C:9]=4[N:8]=[C:7]3[CH2:27][C:28]3([C:33]([O:35][CH3:36])=[O:34])[CH2:29][CH2:30][CH2:31][CH2:32]3)[CH:3]=2)=[CH:56][CH:55]=1)(=[O:60])=[O:59] |f:3.4.5,6.7.8.9|. Procedure details: To a 5 mL microwave vial were added methyl 1-{[1-(3-bromobenzyl)-5-(quinolin-2-ylmethoxy)-1H-benzimidazol-2-yl]methyl}cyclopentanecarboxylate (126 mg, 0.21 mmol), Pd(dppf)Cl2.DCM (18 mg, 0.02 mmol), N-(4-(4,4,5,5-tetramethyl-1,3,2-dioxaborolan-2-yl)phenyl)methanesulfonamide (192 mg, 0.65 mmol), Na2CO3 (0.3 mL, 2 M) and 1,4-dioxane (2.5 mL). The vial was flushed with N2 then capped and placed in a heating block at 80° C. After 16 h mixture was cooled to RT, transferred to a round-bottomed flask a... Reactants: SCC(=O)O (Mercapto-acetic acid), [OH-].[Na+] (sodium hydroxide), CC(=O)C (acetone), BrCC1=C(C=CC(=C1)Cl)[N+](=O)[O-] (2-Bromomethyl-4-chloro-1-nitro-benzene). The solvent is aqueous solution, O (water). Conditions: time 20 hour. The product is ClC=1C=CC(=C(CSCC(=O)O)C1)[N+](=O)[O-] ((5-Chloro-2-nitro-benzylsulfanyl)-acetic acid). Isolated yield 69.7%. Reaction SMILES: [SH:1][CH2:2][C:3]([OH:5])=[O:4].[OH-].[Na+].CC(C)=O.Br[CH2:13][C:14]1[CH:19]=[C:18]([Cl:20])[CH:17]=[CH:16][C:15]=1[N+:21]([O-:23])=[O:22]>O>[Cl:20][C:18]1[CH:17]=[CH:16][C:15]([N+:21]([O-:23])=[O:22])=[C:14]([CH:19]=1)[CH2:13][S:1][CH2:2][C:3]([OH:5])=[O:4] |f:1.2|. Procedure: Mercapto-acetic acid (1.39 ml, 20 mmol) was dissolved in a 3.3 molar aqueous solution of sodium hydroxide (12 ml, 40 mmol) and cooled in an ice bath, before an acetone (50 ml) solution of 2-Bromomethyl-4-chloro-1-nitro-benzene (T. J. McCord et al, J. Het. Chem. 1972, 119–122)(5 g, 20 mmol) was added slowly. The resulting solution was stirred for 20 hours at room temperature before being diluted with water (50 ml) and extracted with dichloromethane (25 ml). The aqueous phase was made acidic with ... The reactants are C[Mg]Cl, CCOC(C)=O, [Cl-], O=Cc1ccc(I)cc1F, [NH4+], C1CCOC1. Yields the product CC(O)c1ccc(I)cc1F. Reaction SMILES: [CH3:11][Mg:12][Cl:13].[CH3:21][CH2:22][O:23][C:24](=[O:25])[CH3:26].[Cl-:14].[F:1][c:2]1[c:3]([CH:4]=[O:5])[cH:6][cH:7][c:8]([I:10])[cH:9]1.[NH4+:15].[O:16]1[CH2:17][CH2:18][CH2:19][CH2:20]1>>[F:1][c:2]1[c:3]([CH:4]([OH:5])[CH3:11])[cH:6][cH:7][c:8]([I:10])[cH:9]1. The reactants are C(C)OC(=O)[C@H](CCC1=CC=CC=C1)N[C@@H]1C(N(CC(SC1)C=1SC=CC1)CC(=O)O)=O (α-{6(R)-[1(S)-ethoxycarbonyl-3-phenylpropylamino]-5-oxo-2-(2-thienyl)perhydro-1,4-thiazepin-4-yl}acetic acid), [OH-].[Na+] (sodium hydroxide). The product is C(=O)(O)[C@H](CCC1=CC=CC=C1)N[C@@H]1C(N(CC(SC1)C=1SC=CC1)CC(=O)O)=O (α-{6(R)-[1(S)-Carboxy-3-phenylpropylamino]-5-oxo-2-(2-thienyl)perhydro-1,4-thiazepin-4-yl}acetic acid). Isolated yield 86.3%. RXN SMILES: C([O:3][C:4]([C@@H:6]([NH:15][C@H:16]1[CH2:22][S:21][CH:20]([C:23]2[S:24][CH:25]=[CH:26][CH:27]=2)[CH2:19][N:18]([CH2:28][C:29]([OH:31])=[O:30])[C:17]1=[O:32])[CH2:7][CH2:8][C:9]1[CH:14]=[CH:13][CH:12]=[CH:11][CH:10]=1)=[O:5])C.[OH-].[Na+]>>[C:4]([C@@H:6]([NH:15][C@H:16]1[CH2:22][S:21][CH:20]([C:23]2[S:24][CH:25]=[CH:26][CH:27]=2)[CH2:19][N:18]([CH2:28][C:29]([OH:31])=[O:30])[C:17]1=[O:32])[CH2:7][CH2:8][C:9]1[CH:10]=[CH:11][CH:12]=[CH:13][CH:14]=1)([OH:5])=[O:3] |f:1.2|. Reported procedure: The procedure described in Example 44 was repeated, except that 80 mg of α-{6(R)-[1(S)-ethoxycarbonyl-3-phenylpropylamino]-5-oxo-2-(2-thienyl)perhydro-1,4-thiazepin-4-yl}acetic acid (prepared as described in Example 64) were used as the starting material. After hydrolysis of the starting material with sodium hydroxide, 65 mg of the title compound were obtained as a powder. The reactants are C(CCl)Cl (EDC), N1(N=NN=C1)C=1N=CC2=C(N1)CCC2C(=O)O (2-(1H-tetrazol-1-yl)-6,7-dihydro-5H-cyclopenta[d]pyrimidine-5-carboxylic acid), FC1=CC=C(C(=C1C#N)C)[C@H]1CN2[C@@H](CO1)CNCC2 (6-fluoro-2-methyl-3-[(3S,9aR)-octahydropyrazino[2,1-c][1,4]oxazin-3-yl]benzonitrile). Solvent: ClCCl (dichloromethane). Reaction conditions: time 1.5 hour. Product: N1CCC2=CC=CC=C12 (aza-indane). Reaction SMILES: C(Cl)CCl.N1([C:10]2[N:11]=[CH:12][C:13]3[CH:18]([C:19](O)=O)[CH2:17][CH2:16][C:14]=3N=2)C=NN=N1.FC1C(C#N)=C(C)C([C@@H]2OC[C@H]3CNCCN3C2)=CC=1>ClCCl>[NH:11]1[C:10]2[C:14](=[CH:16][CH:17]=[CH:18][CH:19]=2)[CH2:13][CH2:12]1. Procedure details: EDC (2.24 g, 11.68 mmol) was added to a suspension of 2-(1H-tetrazol-1-yl)-6,7-dihydro-5H-cyclopenta[d]pyrimidine-5-carboxylic acid [I-67] (2.51 g, 9.73 mmol) and 6-fluoro-2-methyl-3-[(3S,9aR)-octahydropyrazino[2,1-c][1,4]oxazin-3-yl]benzonitrile [I-40C-1] (2.81 g, 10.21 mmol) in dichloromethane (25 mL). The reaction mixture was stirred at RT for 1.5 hours. Most of the solvent was evaporated. The residue was dissolved in EtOAc and washed with water, NaHCO3 solution and brine, dried (Na2SO4), fil...